From a dataset of the Open Reaction Database (ORD), a public repository of structured organic reaction records. describe an organic reaction: reactants, conditions, products, and yield Reactants: CC(C)C(N)=C(C#N)C#N, S, c1ccncc1. Product: CC(C)C(N)=C(C#N)C(N)=S. Reaction SMILES: [NH2:2][C:3](=[C:4]([C:5]#[N:6])[C:7]#[N:8])[CH:9]([CH3:10])[CH3:11].[SH2:1].[cH:12]1[cH:13][cH:14][n:15][cH:16][cH:17]1>>[S:1]=[C:5]([C:4](=[C:3]([NH2:2])[CH:9]([CH3:10])[CH3:11])[C:7]#[N:8])[NH2:6].